From a dataset of the Open Reaction Database (ORD), a public repository of structured organic reaction records. describe an organic reaction: reactants, conditions, products, and yield Starting materials: CC(=O)O, CO, CSc1nc2c(C#N)c(N3CCCC(NC(=O)OC(C)(C)C)C3)n(Cc3ccccc3Cl)c2c(=O)n1C, O, OO. Yields the product Cn1c(S(C)(=O)=O)nc2c(C#N)c(N3CCCC(NC(=O)OC(C)(C)C)C3)n(Cc3ccccc3Cl)c2c1=O. As a reaction SMILES: [CH3:38][C:39](=[O:40])[OH:41].[CH3:45][OH:46].[Cl:1][c:2]1[c:3]([CH2:4][n:5]2[c:6]([N:20]3[CH2:21][CH:22]([NH:26][C:27]([O:28][C:29]([CH3:30])([CH3:31])[CH3:32])=[O:33])[CH2:23][CH2:24][CH2:25]3)[c:7]([C:18]#[N:19])[c:8]3[n:9][c:10]([S:16][CH3:17])[n:11]([CH3:15])[c:12](=[O:14])[c:13]23)[cH:34][cH:35][cH:36][cH:37]1.[OH2:42].[OH:43][OH:44]>>[Cl:1][c:2]1[c:3]([CH2:4][n:5]2[c:6]([N:20]3[CH2:21][CH:22]([NH:26][C:27]([O:28][C:29]([CH3:30])([CH3:31])[CH3:32])=[O:33])[CH2:23][CH2:24][CH2:25]3)[c:7]([C:18]#[N:19])[c:8]3[n:9][c:10]([S:16]([CH3:17])(=[O:42])=[O:43])[n:11]([CH3:15])[c:12](=[O:14])[c:13]23)[cH:34][cH:35][cH:36][cH:37]1.